Dataset: the Open Reaction Database (ORD), a public repository of structured organic reaction records. Task: describe an organic reaction: reactants, conditions, products, and yield The reactants are C(=O)=O (carbon dioxide), C(C)(=O)C(C(CCC(=O)OCC)=O)C (ethyl 5-acetyl-4-oxohexanoate), Cl.NC(C(=O)OCC)C(=O)OCC (diethyl aminomalonate hydrochloride), C(C)(=O)[O-].[Na+] (sodium acetate). Solvent: C(C)(=O)O (acetic acid). Reaction conditions: temperature 99 celsius. Product: C(C)OC(=O)C=1NC(=C(C1C)CCC(=O)OCC)C (2-ethoxycarbonyl-4-(2-ethoxycarbonylethyl)-3,5-dimethylpyrrole). Yield: 68.6%. As a reaction SMILES: [C:1]([CH:4](C)[C:5](=O)[CH2:6][CH2:7][C:8]([O:10][CH2:11][CH3:12])=[O:9])(=O)C.Cl.[NH2:16][CH:17]([C:23]([O:25][CH2:26][CH3:27])=[O:24])[C:18](OCC)=O.[C:28]([O-])(=O)C.[Na+].C(=O)=O>C(O)(=O)C>[CH2:26]([O:25][C:23]([C:17]1[NH:16][C:4]([CH3:1])=[C:5]([CH2:6][CH2:7][C:8]([O:10][CH2:11][CH3:12])=[O:9])[C:18]=1[CH3:28])=[O:24])[CH3:27] |f:1.2,3.4|. Procedure: To a 5 L three-neck flask, equipped with a thermometer and a mechanical stirrer and heated on a steam bath, was added 350 g of ethyl 5-acetyl-4-oxohexanoate, 329 g of diethyl aminomalonate hydrochloride, 133 g of sodium acetate, and 1.2 L of acetic acid. The mixture was heated to 99° C. over 37 minutes. By 62° C., carbon dioxide evolution was already rapid. After a total of 35 minutes at 99° C., gas evolution had greatly slowed. After another hour, the mixture was cooled, the sodium chloride rem... Starting materials: B, CO, O=C(O)c1cc([N+](=O)[O-])cc(C(F)(F)F)c1, C1CCOC1, C1CCOC1. Product: O=[N+]([O-])c1cc(CO)cc(C(F)(F)F)c1. As a reaction SMILES: [BH3:27].[CH3:28][OH:29].[N+:1](=[O:2])([O-:3])[c:4]1[cH:5][c:6]([C:7](=[O:8])[OH:9])[cH:10][c:11]([C:13]([F:14])([F:15])[F:16])[cH:12]1.[O:17]1[CH2:18][CH2:19][CH2:20][CH2:21]1.[O:22]1[CH2:23][CH2:24][CH2:25][CH2:26]1>>[N+:1](=[O:2])([O-:3])[c:4]1[cH:5][c:6]([CH2:7][OH:8])[cH:10][c:11]([C:13]([F:14])([F:15])[F:16])[cH:12]1.